This data is from the Open Reaction Database (ORD), a public repository of structured organic reaction records. The task is: describe an organic reaction: reactants, conditions, products, and yield The reactants are N#Cc1ccccc1-c1ccc(C(O)C(=O)OCc2ccccc2)cc1, CC(=O)O, Cl, [H][H]. Yields the product N#Cc1ccccc1-c1ccc(C(O)C(=O)O)cc1. As a reaction SMILES: [C:1](#[N:2])[c:3]1[c:4](-[c:9]2[cH:10][cH:11][c:12]([CH:15]([C:16](=[O:17])[O:18][CH2:19][c:20]3[cH:21][cH:22][cH:23][cH:24][cH:25]3)[OH:26])[cH:13][cH:14]2)[cH:5][cH:6][cH:7][cH:8]1.[CH3:30][C:31](=[O:32])[OH:33].[ClH:27].[H:28][H:29]>>[C:1](#[N:2])[c:3]1[c:4](-[c:9]2[cH:10][cH:11][c:12]([CH:15]([C:16](=[O:17])[OH:18])[OH:26])[cH:13][cH:14]2)[cH:5][cH:6][cH:7][cH:8]1. Starting materials: FC1=C(C=CC=C1)C1C(C(=CC(C1)=O)C)C(=O)OCC (5-(2-fluorophenyl)-3-methyl-4-carbethoxy-2-cyclohexen-1-one), [OH-].[Na+] (sodium hydroxide). Yield: 98.6%. RXN SMILES: [F:1][C:2]1[CH:7]=[CH:6][CH:5]=[CH:4][C:3]=1[CH:8]1[CH2:13][C:12](=[O:14])[CH:11]=[C:10]([CH3:15])[CH:9]1C(OCC)=O.[OH-].[Na+]>C(O)C.O>[F:1][C:2]1[CH:7]=[CH:6][CH:5]=[CH:4][C:3]=1[CH:8]1[CH2:13][C:12](=[O:14])[CH:11]=[C:10]([CH3:15])[CH2:9]1 |f:1.2|. Run in C(C)O (ethanol), O (water). Procedure: To 5-(2-fluorophenyl)-3-methyl-4-carbethoxy-2-cyclohexen-1-one (57.3 g, 0.21 mole) was added a solution of sodium hydroxide (11.5 g, 0.29 mole) in 35 ml of ethanol and 80 ml of water. The stirred reaction mixture was heated under reflux for 8 hours. The ethanol was removed by evaporation under reduced pressure, and the residue was extracted with diethyl ether. The ether extract was dried over sodium sulfate and filtered. The filtrate was evaporated under reduced pressure to give 5-(2-fluoropheny... Product: FC1=C(C=CC=C1)C1CC(=CC(C1)=O)C (5-(2-fluorophenyl)-3-methyl-2-cyclohexen-1-one). Starting materials: ClC1=C(C(=O)O)C=CC(=C1)[N+](=O)[O-] (2-chloro-4-nitrobenzoic acid), OS(=O)(=O)O (H2SO4), C([O-])(O)=O.[Na+] (sodium bicarbonate). The solvent is CO (MeOH). Reaction conditions: temperature 60 celsius, time 8 hour. Product: ClC1=C(C(=O)OC)C=CC(=C1)[N+](=O)[O-] (methyl 2-chloro-4-nitrobenzoate). RXN SMILES: [Cl:1][C:2]1[CH:10]=[C:9]([N+:11]([O-:13])=[O:12])[CH:8]=[CH:7][C:3]=1[C:4]([OH:6])=[O:5].OS(O)(=O)=O.[C:19](=O)(O)[O-].[Na+]>CO>[Cl:1][C:2]1[CH:10]=[C:9]([N+:11]([O-:13])=[O:12])[CH:8]=[CH:7][C:3]=1[C:4]([O:6][CH3:19])=[O:5] |f:2.3|. Reported procedure: To a solution of 2-chloro-4-nitrobenzoic acid (10 g, 0.06 mol) in MeOH (120 mL) was added H2SO4 (5 mL). The resulting mixture was stirred at 60° C. overnight. After cooling to room temperature, the mixture was brought to pH=8 using sodium bicarbonate solution. After removal of MeOH, the resulting crude mixture was purified by column chromatography (20% CH2Cl2/PE) to afford 4 g of the title compound. LC-MS: m/z 216.6 (M+H)+ The reactants are C(C)(C)(C)OC(=O)N/C=1/C\C(=C/C2=C(\N1)C=C(C=C2)C2=CC=C(C=C2)C(=O)N2CCCC2)\C(=O)O ((1E,4E)-2-(tert-butoxycarbonylamino)-8-(4-(pyrrolidine-1-carbonyl)phenyl)-3H-benzo[b]azepine-4-carboxylic acid), Cl.C(CC)NCC1=C(C=CC=C1)O (2-((propylamino)methyl)phenol hydrochloride). The product is OC1=C(CN(C(=O)/C/2=C/C3=C(\N=C(/C2)\NC(OC(C)(C)C)=O)C=C(C=C3)C3=CC=C(C=C3)C(=O)N3CCCC3)CCC)C=CC=C1 (tert-butyl (1E,4E)-4-((2-hydroxybenzyl)(propyl)carbamoyl)-8-(4-(pyrrolidine-1-carbonyl)phenyl)-3H-benzo[b]azepin-2-ylcarbamate). Reaction SMILES: [C:1]([O:5][C:6]([NH:8][C:9]1[CH2:10][C:11]([C:33]([OH:35])=O)=[CH:12][C:13]2[CH:19]=[CH:18][C:17]([C:20]3[CH:25]=[CH:24][C:23]([C:26]([N:28]4[CH2:32][CH2:31][CH2:30][CH2:29]4)=[O:27])=[CH:22][CH:21]=3)=[CH:16][C:14]=2[N:15]=1)=[O:7])([CH3:4])([CH3:3])[CH3:2].Cl.[CH2:37]([NH:40][CH2:41][C:42]1[CH:47]=[CH:46][CH:45]=[CH:44][C:43]=1[OH:48])[CH2:38][CH3:39]>>[OH:48][C:43]1[CH:44]=[CH:45][CH:46]=[CH:47][C:42]=1[CH2:41][N:40]([CH2:37][CH2:38][CH3:39])[C:33]([C:11]1=[CH:12][C:13]2[CH:19]=[CH:18][C:17]([C:20]3[CH:25]=[CH:24][C:23]([C:26]([N:28]4[CH2:32][CH2:31][CH2:30][CH2:29]4)=[O:27])=[CH:22][CH:21]=3)=[CH:16][C:14]=2[N:15]=[C:9]([NH:8][C:6](=[O:7])[O:5][C:1]([CH3:2])([CH3:3])[CH3:4])[CH2:10]1)=[O:35] |f:1.2|. Procedure details: The title compound was prepared by the procedure as described in Example 101 (Step H) using (1E,4E)-2-(tert-butoxycarbonylamino)-8-(4-(pyrrolidine-1-carbonyl)phenyl)-3H-benzo[b]azepine-4-carboxylic acid and 2-((propylamino)methyl)phenol hydrochloride. Product: CCc1ccc(F)cc1O. Reactants: CC[SiH](CC)CC, O=C(O)C(F)(F)F, CC(=O)c1ccc(F)cc1O. RXN SMILES: [CH2:1]([SiH:2]([CH2:3][CH3:4])[CH2:5][CH3:6])[CH3:7].[F:19][C:20]([F:21])([F:22])[C:23]([OH:24])=[O:25].[F:8][c:9]1[cH:10][c:11]([OH:18])[c:12]([C:15]([CH3:16])=[O:17])[cH:13][cH:14]1>>[F:8][c:9]1[cH:10][c:11]([OH:18])[c:12]([CH2:15][CH3:16])[cH:13][cH:14]1.